From a dataset of the Open Reaction Database (ORD), a public repository of structured organic reaction records. describe an organic reaction: reactants, conditions, products, and yield Reactants: CC1=C(C=CC2=C1C(=NC(=N2)N)N)CNC3=CC(=C(C(=C3)OC)OC)OC.FC(C(=O)[O-])(F)F (trimetrexate trifluoroacetate), O=C1C(O)=C(O)[C@H](O1)[C@@H](O)CO (ascorbic acid), C(CCC)N(CCCC)CCCC (tributylamine), C(C)O (ethanol). Solvent: 200, CC(C)O (2-propanol). Reaction conditions: time 1.5 hour. The product is CC1=C(C=CC2=C1C(=NC(=N2)N)N)CNC3=CC(=C(C(=C3)OC)OC)OC.O=C1C(O)=C([O-])[C@H](O1)[C@@H](O)CO (Trimetrexate Ascorbate). The yield is 59.3%. RXN SMILES: [O:1]=[C:2]1[O:8][C@H:7]([C@H:9]([CH2:11][OH:12])[OH:10])[C:5]([OH:6])=[C:3]1[OH:4].C(N(CCCC)CCCC)CCC.C(O)C.[CH3:29][C:30]1[C:35]2[C:36]([NH2:41])=[N:37][C:38]([NH2:40])=[N:39][C:34]=2[CH:33]=[CH:32][C:31]=1[CH2:42][NH:43][C:44]1[CH:49]=[C:48]([O:50][CH3:51])[C:47]([O:52][CH3:53])=[C:46]([O:54][CH3:55])[CH:45]=1.FC(F)(F)C([O-])=O>CC(O)C>[CH3:29][C:30]1[C:35]2[C:36]([NH2:41])=[N:37][C:38]([NH2:40])=[N:39][C:34]=2[CH:33]=[CH:32][C:31]=1[CH2:42][NH:43][C:44]1[CH:49]=[C:48]([O:50][CH3:51])[C:47]([O:52][CH3:53])=[C:46]([O:54][CH3:55])[CH:45]=1.[O:1]=[C:2]1[O:8][C@H:7]([C@H:9]([CH2:11][OH:12])[OH:10])[C:5]([O-:6])=[C:3]1[OH:4] |f:3.4,6.7|. Procedure: This part of the preparation was carried out, as far as possible, under a nitrogen atmosphere. Equivalent quantities of ascorbic acid (0.463 g) and tributylamine (0.487 g) were heated in 20 ml of 200 proof ethanol at 60° C. to give a clear solution. This was cooled to room temperature and a half-equivalent of trimetrexate trifluoroacetate (0.635 g; assumed unsolvated) added and the mixture heated to near reflux to give a clear yellow solution. To the hot solution was added 50 ml of 2-propanol. A... The reactants are FC=1C=C(C=C(C1NS(=O)(=O)C)F)C(C)NC(=O)C=1N=C(OC1)Cl (2-Chloro-oxazole-4-carboxylic acid [1-(3,5-difluoro-4-methanesulfonylamino-phenyl)-ethyl]-amide), C(#N)C=1C=C(C=CC1)O (3-cyanophenol). Product: FC=1C=C(C=C(C1NS(=O)(=O)C)F)C(C)NC(=O)C=1N=C(OC1)OC1=CC(=CC=C1)C#N (2-(3-Cyano-phenoxy)-oxazole-4-carboxylic acid [1-(3,5-difluoro-4-methanesulfonylamino-phenyl)-ethyl]-amide). The yield is 73.2%. Reaction SMILES: [F:1][C:2]1[CH:3]=[C:4]([CH:14]([NH:16][C:17]([C:19]2[N:20]=[C:21](Cl)[O:22][CH:23]=2)=[O:18])[CH3:15])[CH:5]=[C:6]([F:13])[C:7]=1[NH:8][S:9]([CH3:12])(=[O:11])=[O:10].[C:25]([C:27]1[CH:28]=[C:29]([OH:33])[CH:30]=[CH:31][CH:32]=1)#[N:26]>>[F:1][C:2]1[CH:3]=[C:4]([CH:14]([NH:16][C:17]([C:19]2[N:20]=[C:21]([O:33][C:29]3[CH:30]=[CH:31][CH:32]=[C:27]([C:25]#[N:26])[CH:28]=3)[O:22][CH:23]=2)=[O:18])[CH3:15])[CH:5]=[C:6]([F:13])[C:7]=1[NH:8][S:9]([CH3:12])(=[O:11])=[O:10]. Procedure: 2-Chloro-oxazole-4-carboxylic acid [1-(3,5-difluoro-4-methanesulfonylamino-phenyl)-ethyl]-amide (50 mg, 0.13 mmol) was reacted with 3-cyanophenol (31 mg, 0.26 mmol) to give the title compound (44 mg, 73%) after purification by column chromatography (gradient 12% to 100% EtOAc in n-hexane). The reactants are C12COCC(C(C1)=O)N2 (3-oxa-8-azabicyclo[3.2.1]octan-6-one), TEA, C(=O)([O-])[O-].[K+].[K+] (K2CO3), [N+](=O)([O-])C1=C(C=CC=C1)S(=O)(=O)Cl (2-nitro-benzenesulfonyl chloride). Solvent: CC#N (MeCN). Conditions: time 10 hour. Yields the product [N+](=O)([O-])C1=C(C=CC=C1)S(=O)(=O)N1C2COCC1C(C2)=O (8-(2-nitrophenyl)sulfonyl-3-oxa-8-azabicyclo[3.2.1]octan-6-one). RXN SMILES: [CH:1]12[NH:9][CH:5]([C:6](=[O:8])[CH2:7]1)[CH2:4][O:3][CH2:2]2.C([O-])([O-])=O.[K+].[K+].[N+:16]([C:19]1[CH:24]=[CH:23][CH:22]=[CH:21][C:20]=1[S:25](Cl)(=[O:27])=[O:26])([O-:18])=[O:17]>CC#N>[N+:16]([C:19]1[CH:24]=[CH:23][CH:22]=[CH:21][C:20]=1[S:25]([N:9]1[CH:5]2[C:6](=[O:8])[CH2:7][CH:1]1[CH2:2][O:3][CH2:4]2)(=[O:27])=[O:26])([O-:18])=[O:17] |f:1.2.3|. Procedure details: A mixture of compound 108b (100 mg), TEA (102 mg), K2CO3 (207 mg, 1.5 mmol, 3.0 eq) and 2-nitro-benzenesulfonyl chloride (222 mg) in MeCN (10 mL) was stirred at room temperature for 10 h. Then the solvent was removed in vacuo, the residue was purified by silica gel (EA/PE=1:3) to give 8-(2-nitrophenyl)sulfonyl-3-oxa-8-azabicyclo[3.2.1]octan-6-one 108c as a white solid, 100 mg. MS: calc'd (MH+) 313, measured (MH+) 313. Reactants: Cl.CCOCC (HCl ether), [H-].[H-].[H-].[H-].[Li+].[Al+3] (LiAlH4), C(C1=CC=CC=C1)C1(CCN(CC1)CCC(=O)NC1=CC=C(C=C1)O[Si](C)(C)C(C)(C)C)O (3-(4-Benzyl-4-hydroxy-piperidin-1-yl)-N-[4-(tert-butyl-dimethyl-silanyloxy)-phenyl]-propionamide). Solvent: C1CCOC1 (THF), C1CCOC1 (THF), CO (MeOH). Run at temperature 0 celsius. Product: Cl.C(C1=CC=CC=C1)C1(CCN(CC1)CCCNC1=CC=C(C=C1)O)O (4-Benzyl-1-[3-(4-hydroxy-phenylamino)-propyl]-piperidin-4-ol hydrochloride). The yield is 26.0%. RXN SMILES: [CH2:1]([C:8]1([OH:33])[CH2:13][CH2:12][N:11]([CH2:14][CH2:15][C:16]([NH:18][C:19]2[CH:24]=[CH:23][C:22]([O:25][Si](C(C)(C)C)(C)C)=[CH:21][CH:20]=2)=O)[CH2:10][CH2:9]1)[C:2]1[CH:7]=[CH:6][CH:5]=[CH:4][CH:3]=1.[H-].[H-].[H-].[H-].[Li+].[Al+3].[ClH:40].CCOCC>C1COCC1.CO>[ClH:40].[CH2:1]([C:8]1([OH:33])[CH2:13][CH2:12][N:11]([CH2:14][CH2:15][CH2:16][NH:18][C:19]2[CH:24]=[CH:23][C:22]([OH:25])=[CH:21][CH:20]=2)[CH2:10][CH2:9]1)[C:2]1[CH:7]=[CH:6][CH:5]=[CH:4][CH:3]=1 |f:1.2.3.4.5.6,7.8,11.12|. Procedure details: A solution of 3-(4-Benzyl-4-hydroxy-piperidin-1-yl)-N-[4-(tert-butyl-dimethyl-silanyloxy)-phenyl]-propionamide (0.71 g, 1.51 mmol) in THF (4 ml) was added dropwise to a 0° C. suspension of LiAlH4 (0.115 g, 3.02 mmol) in THF (4 ml). The reaction mixture was refluxed during 30 min, cooled to 0° C. and quenched carefully with H2O (5 ml). After dilution with H2O (20 ml), the reaction mixture was treated successively with 2N HCl and sat. NaHCO3. The aqueous phase was extracted with CH2Cl2 (3×10 ml), ... Starting materials: Cl (hydrogen chloride), N(=O)OCCCC (n-butyl nitrite), N([C@@H](CC1=CC=C(C=C1)O)C(=O)O)C(=O)OC(C)(C)C.C[C@@H](C(=O)N[C@@H](CC1=CC=CC=C1)C(=O)O)N.NCC(=O)NN (Boc-Tyr ala-Phe Gly-NH-NH2), CN1CCOCC1 (N-methyl-morpholine), N[C@@H](CC1=CC=C(C=C1)O)C(=O)N.Cl (H-Tyr-NH2.HCl), CN1CCOCC1 (N-methylmorpholine). Run in CO (MeOH), O1CCCC1 (tetrahydrofuran), CN(C=O)C (dimethylformamide), CN(C=O)C (dimethylformamide). Reaction conditions: temperature -30 celsius, time 30 minute. Yields the product N([C@@H](CC1=CC=C(C=C1)O)C(=O)O)C(=O)OC(C)(C)C.C[C@@H](C(=O)N[C@@H](CC1=CC=CC=C1)C(=O)O)N.C1=CC(=CC=C1C[C@@H](C(=O)N)NC(=O)CN)O (Boc-Tyr ala-Phe Gly-Tyr-NH2). As a reaction SMILES: [NH:1]([C:14]([O:16][C:17]([CH3:20])([CH3:19])[CH3:18])=[O:15])[C@H:2]([C:11]([OH:13])=[O:12])[CH2:3][C:4]1[CH:9]=[CH:8][C:7]([OH:10])=[CH:6][CH:5]=1.[CH3:21][C@H:22]([NH2:37])[C:23]([NH:25][C@H:26]([C:34]([OH:36])=[O:35])[CH2:27][C:28]1[CH:33]=[CH:32][CH:31]=[CH:30][CH:29]=1)=[O:24].[NH2:38][CH2:39][C:40](NN)=[O:41].Cl.N(OCCCC)=O.CN1CCOCC1.[NH2:59][C@H:60]([C:69]([NH2:71])=[O:70])[CH2:61][C:62]1[CH:67]=[CH:66][C:65]([OH:68])=[CH:64][CH:63]=1.Cl>CN(C)C=O.O1CCCC1.CO>[NH:1]([C:14]([O:16][C:17]([CH3:20])([CH3:19])[CH3:18])=[O:15])[C@H:2]([C:11]([OH:13])=[O:12])[CH2:3][C:4]1[CH:5]=[CH:6][C:7]([OH:10])=[CH:8][CH:9]=1.[CH3:21][C@H:22]([NH2:37])[C:23]([NH:25][C@H:26]([C:34]([OH:36])=[O:35])[CH2:27][C:28]1[CH:33]=[CH:32][CH:31]=[CH:30][CH:29]=1)=[O:24].[CH:67]1[C:62]([CH2:61][C@H:60]([NH:59][C:40]([CH2:39][NH2:38])=[O:41])[C:69]([NH2:71])=[O:70])=[CH:63][CH:64]=[C:65]([OH:68])[CH:66]=1 |f:0.1.2,6.7,11.12.13|. Procedure details: 2.74 g (4.8 mmoles) Boc-Tyr-ala-Phe-Gly-NH-NH2 (10) are dissolved in 50 ml anhydrous dimethylformamide and cooled at -30° C. 2.0 ml (12 mmoles) 6 N hydrogen chloride in anhydrous tetrahydrofuran and 0.63 ml (5.28 mmoles) n-butyl nitrite are successively added and the reaction mixture is stirred for 30 min. at -30° C. 1.34 ml (12 mmoles) N-methyl-morpholine are added at -40° C., followed by a precooled (-40° C.) solution of 0.865 g (4.0 mmoles) H-Tyr-NH2.HCl (K. Blau and S. G. Waley, Biochem. J.,...